Dataset: the Open Reaction Database (ORD), a public repository of structured organic reaction records. Task: describe an organic reaction: reactants, conditions, products, and yield Starting materials: O=C([O-])O, C1CNCCN1, CCO, CN(C)CCCCl, Cl, [Na+]. Yields the product CN(C)CCCN1CCNCC1. Reaction SMILES: [C:15](=[O:16])([OH:17])[O-:18].[CH2:1]1[CH2:2][NH:3][CH2:4][CH2:5][NH:6]1.[CH3:20][CH2:21][OH:22].[Cl:7][CH2:8][CH2:9][CH2:10][N:11]([CH3:12])[CH3:13].[ClH:14].[Na+:19]>>[CH2:1]1[CH2:2][N:3]([CH2:8][CH2:9][CH2:10][N:11]([CH3:12])[CH3:13])[CH2:4][CH2:5][NH:6]1. Starting materials: [OH-].[Na+] (NaOH), C(C)OC(C1=C(C=NC=C1)NC(=O)C1=NC(=CN=C1NC=1C=NC=NC1)C1CC1)=O (3-{[6-cyclopropyl-3-(pyrimidin-5-ylamino)-pyrazine-2-carbonyl]-amino}-isonicotinic acid ethyl ester), Cl (HCl). Solvent: C(C)O (ethanol). Run at time 8 hour. Yields the product C1(CC1)C1=CN=C(C(=N1)C(=O)NC1=C(C(=O)O)C=CN=C1)NC=1C=NC=NC1 (3-{[6-Cyclopropyl-3-(pyrimidin-5-ylamino)-pyrazine-2-carbonyl]-amino}-isonicotinic acid). Reaction SMILES: C([O:3][C:4](=[O:30])[C:5]1[CH:10]=[CH:9][N:8]=[CH:7][C:6]=1[NH:11][C:12]([C:14]1[C:19]([NH:20][C:21]2[CH:22]=[N:23][CH:24]=[N:25][CH:26]=2)=[N:18][CH:17]=[C:16]([CH:27]2[CH2:29][CH2:28]2)[N:15]=1)=[O:13])C.[OH-].[Na+].Cl>C(O)C>[CH:27]1([C:16]2[N:15]=[C:14]([C:12]([NH:11][C:6]3[CH:7]=[N:8][CH:9]=[CH:10][C:5]=3[C:4]([OH:30])=[O:3])=[O:13])[C:19]([NH:20][C:21]3[CH:26]=[N:25][CH:24]=[N:23][CH:22]=3)=[N:18][CH:17]=2)[CH2:29][CH2:28]1 |f:1.2|. Procedure: To a stirred suspension of 3-{[6-cyclopropyl-3-(pyrimidin-5-ylamino)-pyrazine-2-carbonyl]-amino}-isonicotinic acid ethyl ester (972 mg, 2.4 mmol) at rt in ethanol (15 ml) under an argon atmosphere was added 1 N NaOH (3 ml, 3.0 mmol). The suspension was stirred at rt for overnight. After the addition of 1 N HCl (3 ml) stirring was continued for 1 hr. The solid was collected by filtration, washed with H2O, then EtOH and dried.